From a dataset of the Open Reaction Database (ORD), a public repository of structured organic reaction records. describe an organic reaction: reactants, conditions, products, and yield Reactants: CCO, Cl, CC(=O)NC1CCN(c2cc3c(cc2F)c(=O)c(C(=O)O)cn3-c2ccncc2F)C1, O. Yields the product Cl, NC1CCN(c2cc3c(cc2F)c(=O)c(C(=O)O)cn3-c2ccncc2F)C1. As a reaction SMILES: [CH3:32][CH2:33][OH:34].[ClH:35].[F:1][c:2]1[cH:3][n:4][cH:5][cH:6][c:7]1-[n:8]1[cH:9][c:10]([C:29](=[O:30])[OH:31])[c:11](=[O:28])[c:12]2[cH:13][c:14]([F:27])[c:15]([N:18]3[CH2:19][CH:20]([NH:23][C:24](=[O:25])[CH3:26])[CH2:21][CH2:22]3)[cH:16][c:17]12.[OH2:36]>>[ClH:35].[F:1][c:2]1[cH:3][n:4][cH:5][cH:6][c:7]1-[n:8]1[cH:9][c:10]([C:29](=[O:30])[OH:31])[c:11](=[O:28])[c:12]2[cH:13][c:14]([F:27])[c:15]([N:18]3[CH2:19][CH:20]([NH2:23])[CH2:21][CH2:22]3)[cH:16][c:17]12. Reactants: [Cl-].[Cl-].[Cl-].[Al+3] (Aluminium trichloride), FC=1C(=C(CN(CC(OC)OC)S(=O)(=O)C2=CC=C(C=C2)C)C=CC1F)C (N-(3,4-Difluoro-2-methylbenzyl)-N-(2,2-dimethoxyethyl)-4-methylphenyl-sulphonylamine), ClCCl (dichloromethane), ClCCl (dichloromethane). Reaction conditions: temperature 50 celsius. Yields the product FC=1C(=C2C=CN=CC2=CC1F)C (6,7-difluoro-5-methyl-isoquinoline). RXN SMILES: [Cl-].[Cl-].[Cl-].[Al+3].[F:5][C:6]1[C:7](C)=[C:8]([CH:27]=[CH:28][C:29]=1[F:30])[CH2:9][N:10](S(C1C=CC(C)=CC=1)(=O)=O)[CH2:11][CH:12](OC)OC.Cl[CH2:33]Cl>>[F:30][C:29]1[C:28]([CH3:33])=[C:27]2[C:8](=[CH:7][C:6]=1[F:5])[CH:9]=[N:10][CH:11]=[CH:12]2 |f:0.1.2.3|. Procedure details: Aluminium trichloride (112 g, 838 mmol) was suspended in dichloromethane (250 mL) at 0° C. A solution of N-(3,4-difluoro-2-methylbenzyl)-N-(2,2-dimethoxyethyl)-4-methylphenyl-sulphonylamine (42, 68.3 g) in dichloromethane (250 mL) was added. The reaction mixture was heated at 50° C. for 2 hours, before being cooled to 0° C. and poured on ice. The organic layer was separated, and the aqueous layer extracted twice more with dichloromethane/isopropanol (3:1). The combined organic phase was extracte...